describe an organic reaction: reactants, conditions, products, and yield From a dataset of the Open Reaction Database (ORD), a public repository of structured organic reaction records. Reactants: C(C)(=O)O.CO (acetic acid methanol), CC(C)([O-])C.[K+] (potassium t-butoxide), FC1=C(C=C(C=C1)[N+](=O)[O-])C(F)(F)F (2-fluoro-5-nitrobenzotrifluoride), C(Cl)(Cl)Cl (chloroform). The solvent is [Cl-].[Na+].O (brine), C(C)(=O)OCC (Ethyl acetate), CCCCCC (hexane), O1CCCC1 (tetrahydrofuran), O1CCCC1 (tetrahydrofuran). The product is ClC(C1=CC(=C(C=C1[N+](=O)[O-])C(F)(F)F)F)Cl (4-(Dichloromethyl)-2-fluoro-5-nitrobenzotrifluoride). Isolated yield 51.2%. Reaction SMILES: CC(C)([O-])C.[K+].[F:7][C:8]1[CH:13]=[CH:12][C:11]([N+:14]([O-:16])=[O:15])=[CH:10][C:9]=1[C:17]([F:20])([F:19])[F:18].[CH:21](Cl)([Cl:23])[Cl:22].C(O)(=O)C.CO>O1CCCC1.[Cl-].[Na+].O.CCCCCC.C(OCC)(=O)C>[Cl:22][CH:21]([Cl:23])[C:12]1[C:11]([N+:14]([O-:16])=[O:15])=[CH:10][C:9]([C:17]([F:18])([F:19])[F:20])=[C:8]([F:7])[CH:13]=1 |f:0.1,4.5,7.8.9|. Procedure: To a solution of potassium t-butoxide (1.25 g, 11.1 mmol) in tetrahydrofuran (25 ml) was slowly added dropwise a solution of 2-fluoro-5-nitrobenzotrifluoride (1.00 g, 4.78 mmol) and chloroform (599 mg, 5.02 mmol) in tetrahydrofuran (2.5 ml) at −78° C. After stirring for 15 minutes at the same temperature, acetic acid-methanol (1:1, 5 ml) was added and the temperature was raised to room temperature. Ethyl acetate and saturated brine were added to the reaction mixture, which was extracted with eth... Product: CCOc1ccccc1C1(NC(=O)N2CCN(C3CCN(C)CC3)CC2)C(=O)Nc2ccc(OC)cc21. RXN SMILES: [CH2:45]1[O:46][CH2:47][CH2:48][CH2:49]1.[CH3:32][N:33]1[CH2:34][CH2:35][CH:36]([N:39]2[CH2:40][CH2:41][NH:42][CH2:43][CH2:44]2)[CH2:37][CH2:38]1.[c:1]1([O:7][C:8](=[O:2])[NH:9][C:10]2([c:22]3[c:23]([O:28][CH2:29][CH3:30])[cH:24][cH:25][cH:26][cH:27]3)[C:11](=[O:21])[NH:12][c:13]3[cH:14][cH:15][c:16]([O:19][CH3:20])[cH:17][c:18]32)[cH:3][cH:4][cH:5][cH:6][cH:31]1>>[O:7]=[C:8]([NH:9][C:10]1([c:22]2[c:23]([O:28][CH2:29][CH3:30])[cH:24][cH:25][cH:26][cH:27]2)[C:11](=[O:21])[NH:12][c:13]2[cH:14][cH:15][c:16]([O:19][CH3:20])[cH:17][c:18]21)[N:42]1[CH2:41][CH2:40][N:39]([CH:36]2[CH2:35][CH2:34][N:33]([CH3:32])[CH2:38][CH2:37]2)[CH2:44][CH2:43]1. The reactants are C1CCOC1, CN1CCC(N2CCNCC2)CC1, CCOc1ccccc1C1(NC(=O)Oc2ccccc2)C(=O)Nc2ccc(OC)cc21.